This data is from the Open Reaction Database (ORD), a public repository of structured organic reaction records. The task is: describe an organic reaction: reactants, conditions, products, and yield The reactants are O\N=C(/C(=O)OCC)\C=1N=C(SC1)NC(C1=CC=CC=C1)(C1=CC=CC=C1)C1=CC=CC=C1 (ethyl (Z)-2-(hydroxyimino)-2-[2-(triphenylmethyl)aminothiazol-4-yl]acetate), C([O-])([O-])=O.[K+].[K+] (potassium carbonate), C(C)(C)(C)OC(C(C)(C)Br)=O (tert-butyl-2-bromo-2-methylpropionate). Solvent: CS(=O)C (dimethylsulfoxide). Run at time 6 hour. Product: C(C)(C)(C)OC(=O)C(C)(C)O\N=C(/C(=O)OCC)\C=1N=C(SC1)NC(C1=CC=CC=C1)(C1=CC=CC=C1)C1=CC=CC=C1 (ethyl (Z)-2-(2-tert-butoxycarbonylprop-2-oxyimino)-2-[2-(triphenylmethyl)aminothiazol-4-yl]acetate). Isolated yield 74.8%. As a reaction SMILES: [OH:1]/[N:2]=[C:3](/[C:9]1[N:10]=[C:11]([NH:14][C:15]([C:28]2[CH:33]=[CH:32][CH:31]=[CH:30][CH:29]=2)([C:22]2[CH:27]=[CH:26][CH:25]=[CH:24][CH:23]=2)[C:16]2[CH:21]=[CH:20][CH:19]=[CH:18][CH:17]=2)[S:12][CH:13]=1)\[C:4]([O:6][CH2:7][CH3:8])=[O:5].C(=O)([O-])[O-].[K+].[K+].[C:40]([O:44][C:45](=[O:50])[C:46](Br)([CH3:48])[CH3:47])([CH3:43])([CH3:42])[CH3:41]>CS(C)=O>[C:40]([O:44][C:45]([C:46]([O:1]/[N:2]=[C:3](/[C:9]1[N:10]=[C:11]([NH:14][C:15]([C:28]2[CH:29]=[CH:30][CH:31]=[CH:32][CH:33]=2)([C:22]2[CH:23]=[CH:24][CH:25]=[CH:26][CH:27]=2)[C:16]2[CH:21]=[CH:20][CH:19]=[CH:18][CH:17]=2)[S:12][CH:13]=1)\[C:4]([O:6][CH2:7][CH3:8])=[O:5])([CH3:48])[CH3:47])=[O:50])([CH3:43])([CH3:42])[CH3:41] |f:1.2.3|. Procedure details: To ethyl (Z)-2-(hydroxyimino)-2-[2-(triphenylmethyl)aminothiazol-4-yl]acetate (46 g) were added potassium carbonate (27.6 g), tert-butyl-2-bromo-2-methylpropionate(24.1 g) and dimethylsulfoxide (300 ml), and then the solution was stirred for 6 hours at room temperature. Afterwards distilled water (100 ml) was added therein, the solution was stirred again for an hour. The precipitates were filtered, washed with distilled water(500 ml), and dried under reduced pressure to give the above-indicated ... The reactants are CC1(C=CC(CC1)=O)C (4,4-dimethyl-2-cyclohexen-1-one), C(C1=CC=CC=C1)N (benzylamine). Yields the product C(C1=CC=CC=C1)NC1C=CC(CC1)(C)C (Benzyl(4,4-dimethylcyclohex-2-enyl)amine). As a reaction SMILES: [CH3:1][C:2]1([CH3:9])[CH2:7][CH2:6][C:5](=O)[CH:4]=[CH:3]1.[CH2:10]([NH2:17])[C:11]1[CH:16]=[CH:15][CH:14]=[CH:13][CH:12]=1>>[CH2:10]([NH:17][CH:5]1[CH2:6][CH2:7][C:2]([CH3:9])([CH3:1])[CH:3]=[CH:4]1)[C:11]1[CH:16]=[CH:15][CH:14]=[CH:13][CH:12]=1. Procedure details: Using the procedure outlined in Example 1, 4,4-dimethyl-2-cyclohexen-1-one and benzylamine were converted to the title compound: RT=2.39 min; m/z (ES+)=216.1 [M+H]+. Reactants: CCCNCCC=NC, CN(CCC#N)CCC#N, [H][H]. Yields the product N#CCCNCCC#N. RXN SMILES: [CH3:13][N:14]=[CH:15][CH2:16][CH2:17][NH:18][CH2:19][CH2:20][CH3:21].[CH3:1][N:2]([CH2:3][CH2:4][C:5]#[N:6])[CH2:7][CH2:8][C:9]#[N:10].[H:11][H:12]>>[NH:2]([CH2:3][CH2:4][C:5]#[N:6])[CH2:7][CH2:8][C:9]#[N:10]. Reactants: O=C(c1ccccc1)c1ccc(OCC(O)COc2ccc(C(=O)c3ccccc3)c(O)c2)cc1O, CC=CC(=O)O, CCO, CC(C)=O. The product is CC=CC(=O)OC(COc1ccc(C(=O)c2ccccc2)c(O)c1)COc1ccc(C(=O)c2ccccc2)c(O)c1. As a reaction SMILES: [C:1]([c:2]1[cH:3][cH:4][cH:5][cH:6][cH:7]1)(=[O:8])[c:9]1[c:10]([OH:36])[cH:11][c:12]([O:13][CH2:14][CH:15]([CH2:16][O:17][c:18]2[cH:19][c:20]([OH:32])[c:21]([C:24]([c:25]3[cH:26][cH:27][cH:28][cH:29][cH:30]3)=[O:31])[cH:22][cH:23]2)[OH:33])[cH:34][cH:35]1.[C:37]([CH:38]=[CH:39][CH3:40])(=[O:41])[OH:42].[CH2:43]([OH:44])[CH3:45].[CH3:46][C:47]([CH3:48])=[O:49]>>[C:1]([c:2]1[cH:3][cH:4][cH:5][cH:6][cH:7]1)(=[O:8])[c:9]1[c:10]([OH:36])[cH:11][c:12]([O:13][CH2:14][CH:15]([CH2:16][O:17][c:18]2[cH:19][c:20]([OH:32])[c:21]([C:24]([c:25]3[cH:26][cH:27][cH:28][cH:29][cH:30]3)=[O:31])[cH:22][cH:23]2)[O:33][C:37]([CH:38]=[CH:39][CH3:40])=[O:41])[cH:34][cH:35]1.